From a dataset of the Open Reaction Database (ORD), a public repository of structured organic reaction records. describe an organic reaction: reactants, conditions, products, and yield Reactants: C(C)C1=NC2=NC=C(N=C2C(N1)=O)Br (ethyl 6-bromopteridin-4(3H)-one), FC1=CC=C(C=C1)C=1OC2=C(C1C(=O)NC)C=C(C(=C2)N(S(=O)(=O)C)C)B2OC(C(O2)(C)C)(C)C (2-(4-fluorophenyl)-N-methyl-6-(N-methylmethylsulfonamido)-5-(4,4,5,5-tetramethyl-1,3,2-dioxaborolan-2-yl)benzofuran-3-carboxamide), C(=O)([O-])[O-].[Na+].[Na+] (Na2CO3). The reagents and catalysts are C1=CC=C(C=C1)P([C-]2C=CC=C2)C3=CC=CC=C3.C1=CC=C(C=C1)P([C-]2C=CC=C2)C3=CC=CC=C3.Cl[Pd]Cl.[Fe+2] (Pd(dppf)Cl2). Solvent: O1CCOCC1.O (dioxane H2O). Run at temperature 100 celsius, time 8 hour. Yields the product FC1=CC=C(C=C1)C=1OC2=C(C1C(=O)NC)C=C(C(=C2)N(S(=O)(=O)C)C)C=2N=C1C(NC=NC1=NC2)=O (2-(4-fluorophenyl)-N-methyl-6-(N-methylmethylsulfonamido)-5-(4-oxo-3,4-dihydropteridin-6-yl)benzofuran-3-carboxamide). The yield is 26.1%. As a reaction SMILES: C([C:3]1[NH:12][C:11](=[O:13])[C:10]2[C:5](=[N:6][CH:7]=[C:8](Br)[N:9]=2)[N:4]=1)C.[F:15][C:16]1[CH:21]=[CH:20][C:19]([C:22]2[O:23][C:24]3[CH:34]=[C:33]([N:35]([CH3:40])[S:36]([CH3:39])(=[O:38])=[O:37])[C:32](B4OC(C)(C)C(C)(C)O4)=[CH:31][C:25]=3[C:26]=2[C:27]([NH:29][CH3:30])=[O:28])=[CH:18][CH:17]=1.C([O-])([O-])=O.[Na+].[Na+]>O1CCOCC1.O.C1C=CC(P(C2C=CC=CC=2)[C-]2C=CC=C2)=CC=1.C1C=CC(P(C2C=CC=CC=2)[C-]2C=CC=C2)=CC=1.Cl[Pd]Cl.[Fe+2]>[F:15][C:16]1[CH:21]=[CH:20][C:19]([C:22]2[O:23][C:24]3[CH:34]=[C:33]([N:35]([CH3:40])[S:36]([CH3:39])(=[O:37])=[O:38])[C:32]([C:8]4[N:9]=[C:10]5[C:5](=[N:6][CH:7]=4)[N:4]=[CH:3][NH:12][C:11]5=[O:13])=[CH:31][C:25]=3[C:26]=2[C:27]([NH:29][CH3:30])=[O:28])=[CH:18][CH:17]=1 |f:2.3.4,5.6,7.8.9.10|. Procedure: To a stirring mixture of ethyl 6-bromopteridin-4(3H)-one (50 mg, 0.22 mmol), 2-(4-fluorophenyl)-N-methyl-6-(N-methylmethylsulfonamido)-5-(4,4,5,5-tetramethyl-1,3,2-dioxaborolan-2-yl)benzofuran-3-carboxamide (110 mg, 0.22 mmol) and Na2CO3 (35 mg, 0.33 mmol) in dioxane/H2O (2 mL/0.2 mL) was added Pd(dppf)Cl2 (10 mg) under N2 protection. The mixture was stirred at 100° C. overnight. The mixture was concentrated in vacuo and extracted with EtOAc. After the organic layer was washed with brine, dried ... Starting materials: CN(C)C=O (DMF), C(=O)O (formic acid), NC=1NC(=CC1C(=O)OCC)C1=CC=C(C=C1)C1=CC=CC=C1 (2-amino-3-ethoxycarbonyl-5-(biphen-4-yl)-1H-pyrrole). The solvent is C(C)(C)O (isopropanol), C(=O)N (formamide). Yields the product C1(=CC=C(C=C1)C1=CC=CC=C1)C1=CC2=C(N=CN=C2O)N1 (6-(Biphen-4-yl)-7H-pyrrolo[2,3-d]pyrimidin-4-ol). Reaction SMILES: [NH2:1][C:2]1[NH:3][C:4]([C:12]2[CH:17]=[CH:16][C:15]([C:18]3[CH:23]=[CH:22][CH:21]=[CH:20][CH:19]=3)=[CH:14][CH:13]=2)=[CH:5][C:6]=1[C:7]([O:9]CC)=O.[CH3:24][N:25](C=O)C.C(O)=O>C(N)=O.C(O)(C)C>[C:12]1([C:4]2[NH:3][C:2]3[N:1]=[CH:24][N:25]=[C:7]([OH:9])[C:6]=3[CH:5]=2)[CH:17]=[CH:16][C:15]([C:18]2[CH:23]=[CH:22][CH:21]=[CH:20][CH:19]=2)=[CH:14][CH:13]=1. Reported procedure: 766 mg (2.5 mmol) of 2-amino-3-ethoxycarbonyl-5-(biphen-4-yl)-1H-pyrrole are stirred in 5 ml of formamide, 2.5 ml of DMF and 1.25 ml of formic acid for 20 h at 150° C. The reaction mixture is diluted with isopropanol and filtered. Washing with isopropanol and hexane yields the title compound; m.p.>300° C.; FAB-MS: (M+H)+ =288. The reactants are ClCCl, C1=COCC1, O=S(O)c1ccccc1. Product: O=S(=O)(c1ccccc1)C1CCCO1. Reaction SMILES: [CH2:15]([Cl:16])[Cl:17].[CH2:1]1[CH2:2][CH:3]=[CH:4][O:5]1.[c:6]1([S:12](=[O:13])[OH:14])[cH:7][cH:8][cH:9][cH:10][cH:11]1>>[CH2:1]1[CH2:2][CH2:3][CH:4]([S:12]([c:6]2[cH:7][cH:8][cH:9][cH:10][cH:11]2)(=[O:13])=[O:14])[O:5]1. The reactants are O1C(CCCC1)OC[C@]12C=CC(CC1=CC[C@H]1[C@@H]3CCC([C@@]3(C)CC[C@H]21)=O)=O (19-tetrahydropyranyloxy-1,5-androstadiene-3,17-dione), [H-].C(C)(C)(C)O[Al](OC(C)(C)C)OC(C)(C)C.[Li+] (lithium tri-t-butoxyaluminum hydride), C(=O)([O-])C(O)C(O)C(=O)[O-].[K+].[K+] (potassium tartrate). Run in O1CCCC1 (tetrahydrofuran), O1CCCC1 (tetrahydrofuran). Run at time 8 hour. Product: O1C(CCCC1)OC[C@]12C=C[C@@H](CC1=CC[C@H]1[C@@H]3CC[C@@H]([C@@]3(C)CC[C@H]21)O)O (19-tetrahydropyranyloxy-1,5-androstadiene-3β,17β-diol). RXN SMILES: [O:1]1[CH2:6][CH2:5][CH2:4][CH2:3][CH:2]1[O:7][CH2:8][C@@:9]12[C@@H:26]3[C@H:17]([C@H:18]4[C@@:22]([CH2:24][CH2:25]3)([CH3:23])[C:21](=[O:27])[CH2:20][CH2:19]4)[CH2:16][CH:15]=[C:14]1[CH2:13][C:12](=[O:28])[CH:11]=[CH:10]2.[H-].C(O[Al](OC(C)(C)C)OC(C)(C)C)(C)(C)C.[Li+].C(C(C(C([O-])=O)O)O)([O-])=O.[K+].[K+]>O1CCCC1>[O:1]1[CH2:6][CH2:5][CH2:4][CH2:3][CH:2]1[O:7][CH2:8][C@@:9]12[C@@H:26]3[C@H:17]([C@H:18]4[C@@:22]([CH2:24][CH2:25]3)([CH3:23])[C@@H:21]([OH:27])[CH2:20][CH2:19]4)[CH2:16][CH:15]=[C:14]1[CH2:13][C@@H:12]([OH:28])[CH:11]=[CH:10]2 |f:1.2.3,4.5.6|. Reported procedure: A tetrahydrofuran solution of 19-tetrahydropyranyloxy-1,5-androstadiene-3,17-dione is added under nitrogen to a solution of lithium tri-t-butoxyaluminum hydride in tetrahydrofuran. After stirring overnight at room temperature, an aqueous solution of potassium tartrate is added with stirring to form a readily filterable white solid. The reaction mixture is filtered, the filtrate dried over magnesium sulfate and the solvent removed by evaporation. The residue which remains is crystallized from an ... Reactants: CCSCCO, CCCCP(CCCC)CCCC, CCOCC, Cc1cc(O)cc(C)c1-c1cccc(CN(c2ccc(CCC(=O)OC(C)(C)C)c(F)c2)S(=O)(=O)c2ccccc2[N+](=O)[O-])c1, O=C(N=NC(=O)N1CCCCC1)N1CCCCC1, C1CCOC1. Yields the product CCSCCOc1cc(C)c(-c2cccc(CN(c3ccc(CCC(=O)OC(C)(C)C)c(F)c3)S(=O)(=O)c3ccccc3[N+](=O)[O-])c2)c(C)c1. RXN SMILES: [CH2:46]([CH3:47])[S:48][CH2:49][CH2:50][OH:51].[CH2:52]([P:53]([CH2:54][CH2:55][CH2:56][CH3:57])[CH2:58][CH2:59][CH2:60][CH3:61])[CH2:62][CH2:63][CH3:64].[CH3:88][CH2:89][O:90][CH2:91][CH3:92].[F:1][c:2]1[c:3]([CH2:37][CH2:38][C:39](=[O:40])[O:41][C:42]([CH3:43])([CH3:44])[CH3:45])[cH:4][cH:5][c:6]([N:8]([S:9](=[O:10])(=[O:11])[c:12]2[c:13]([N+:18](=[O:19])[O-:20])[cH:14][cH:15][cH:16][cH:17]2)[CH2:21][c:22]2[cH:23][c:24](-[c:28]3[c:29]([CH3:36])[cH:30][c:31]([OH:35])[cH:32][c:33]3[CH3:34])[cH:25][cH:26][cH:27]2)[cH:7]1.[N:65]([C:66]([N:67]1[CH2:68][CH2:69][CH2:70][CH2:71][CH2:72]1)=[O:73])=[N:74][C:75]([N:76]1[CH2:77][CH2:78][CH2:79][CH2:80][CH2:81]1)=[O:82].[O:83]1[CH2:84][CH2:85][CH2:86][CH2:87]1>>[F:1][c:2]1[c:3]([CH2:37][CH2:38][C:39](=[O:40])[O:41][C:42]([CH3:43])([CH3:44])[CH3:45])[cH:4][cH:5][c:6]([N:8]([S:9](=[O:10])(=[O:11])[c:12]2[c:13]([N+:18](=[O:19])[O-:20])[cH:14][cH:15][cH:16][cH:17]2)[CH2:21][c:22]2[cH:23][c:24](-[c:28]3[c:29]([CH3:36])[cH:30][c:31]([O:35][CH2:50][CH2:49][S:48][CH2:46][CH3:47])[cH:32][c:33]3[CH3:34])[cH:25][cH:26][cH:27]2)[cH:7]1. Reactants: C#CCC1CC(C(C)(C)C)CCC1=O, CCO, Cl, NO, c1ccncc1. The product is C#CCC1CC(C(C)(C)C)CCC1=NO. As a reaction SMILES: [C:1]([CH3:2])([CH3:3])([CH3:4])[CH:5]1[CH2:6][CH:7]([CH2:12][C:13]#[CH:14])[C:8](=[O:11])[CH2:9][CH2:10]1.[CH3:24][CH2:25][OH:26].[ClH:15].[NH2:16][OH:17].[cH:18]1[cH:19][cH:20][n:21][cH:22][cH:23]1>>[C:1]([CH3:2])([CH3:3])([CH3:4])[CH:5]1[CH2:6][CH:7]([CH2:12][C:13]#[CH:14])[C:8](=[N:16][OH:17])[CH2:9][CH2:10]1. The reactants are C(C)(C)(C)OC(=O)N1CCN(CC1)C1=C(C=C(C(=O)O)C=C1)C (4-(4-(tert-butoxycarbonyl)piperazin-1-yl)-3-methylbenzoic acid), Cl.CN (methanamine hydrochloride), Cl.C(C)N=C=NCCCN(C)C (N1-((ethylimino)methylene)-N3,N3-dimethylpropane-1,3-diamine hydrochloride), O.N1(N=NC2=C1C=CC=C2)O (1H-benzo[d][1,2,3]triazol-1-ol hydrate), CN1CCOCC1 (4-methylmorpholine). Solvent: CN(C)C=O (DMF), O (water). Run at temperature 23 celsius, time 2 hour. Yields the product CC1=C(C=CC(=C1)C(NC)=O)N1CCN(CC1)C(=O)OC(C)(C)C (tert-butyl 4-(2-methyl-4-(methylcarbamoyl)phenyl)piperazine-1-carboxylate). Yield: 91.3%. Reaction SMILES: [C:1]([O:5][C:6]([N:8]1[CH2:13][CH2:12][N:11]([C:14]2[CH:22]=[CH:21][C:17]([C:18](O)=[O:19])=[CH:16][C:15]=2[CH3:23])[CH2:10][CH2:9]1)=[O:7])([CH3:4])([CH3:3])[CH3:2].Cl.CN.Cl.[CH2:28]([N:30]=C=NCCCN(C)C)C.O.N1(O)C2C=CC=CC=2N=N1.CN1CCOCC1>CN(C=O)C.O>[CH3:23][C:15]1[CH:16]=[C:17]([C:18](=[O:19])[NH:30][CH3:28])[CH:21]=[CH:22][C:14]=1[N:11]1[CH2:12][CH2:13][N:8]([C:6]([O:5][C:1]([CH3:2])([CH3:4])[CH3:3])=[O:7])[CH2:9][CH2:10]1 |f:1.2,3.4,5.6|. Procedure details: To a suspension of 4-(4-(tert-butoxycarbonyl)piperazin-1-yl)-3-methylbenzoic acid (2.0 g, 6.24 mmol), methanamine hydrochloride (0.506 g, 7.49 mmol), N1-((ethylimino)methylene)-N3,N3-dimethylpropane-1,3-diamine hydrochloride (1.795 g, 9.36 mmol), and 1H-benzo[d][1,2,3]triazol-1-ol hydrate (1.434 g, 9.36 mmol) in DMF (Volume: 8.5 mL) was added 4-methylmorpholine (3.43 mL, 31.2 mmol) at 23° C. The reaction was stirred at 23° C. for 2 hr. The reaction mixture was diluted with water (100 mL) and the... Reactants: C(C)N1CCOCC1 (N-ethylmorpholine), C1CCC(CC1)N=C=NC2CCCCC2 (DCC), N1([C@H](C(=O)O)CCC1)C(=O)OCC1=CC=CC=C1 (Z-Pro-OH), N[C@@H](C(C)C)C(=O)OC(C)(C)C.Cl (H-Val-OtBu.HCl), C=1C=CC2=C(C1)N=NN2O (HOBt). Solvent: CN(C=O)C (dimethylformamide). The product is N1([C@H](C(=O)N[C@@H](C(C)C)C(=O)OC(C)(C)C)CCC1)C(=O)OCC1=CC=CC=C1 (Z-Pro-Val-OtBu). As a reaction SMILES: C(N1CCOCC1)C.C1CCC(N=C=NC2CCCCC2)CC1.[N:24]1([C:32]([O:34][CH2:35][C:36]2[CH:41]=[CH:40][CH:39]=[CH:38][CH:37]=2)=[O:33])[CH2:31][CH2:30][CH2:29][C@H:25]1[C:26]([OH:28])=O.[NH2:42][C@H:43]([C:47]([O:49][C:50]([CH3:53])([CH3:52])[CH3:51])=[O:48])[CH:44]([CH3:46])[CH3:45].Cl.C1C=CC2N(O)N=NC=2C=1>CN(C)C=O>[N:24]1([C:32]([O:34][CH2:35][C:36]2[CH:41]=[CH:40][CH:39]=[CH:38][CH:37]=2)=[O:33])[CH2:31][CH2:30][CH2:29][C@H:25]1[C:26]([NH:42][C@H:43]([C:47]([O:49][C:50]([CH3:52])([CH3:51])[CH3:53])=[O:48])[CH:44]([CH3:46])[CH3:45])=[O:28] |f:3.4|. Procedure details: 1.3 ml of N-ethylmorpholine and 2.2 g of DCC are added, at 0° C., to a solution of 2.49 g of Z-Pro-OH, 2.1 g of H-Val-OtBu.HCl and 1.35 g of HOBt in 20 ml of dimethylformamide. The subsequent procedure is as in Example 8a. The residue is triturated with petroleum ether, filtered off with suction and dried. Starting materials: N1C=NC=C1 (imidazole), [H][H] (hydrogen), [OH-].[Na+] (Sodium hydroxide), COC(C1=CC2=CC=CC=C2C=C1)(C(=O)CBr)OC (Bromomethyl 2-naphthoyl ketone dimethyl ketal). Run in CN(C=O)C (dimethylformamide), O (water), CN(C=O)C (dimethylformamide). Conditions: time 24 hour. The product is C1=C(C=CC2=CC=CC=C12)C(CN1C=NC=C1)(OC)OC (1-[2-(2-naphthyl)-2,2-dimethoxyethyl]imidazole). Reaction SMILES: [OH-].[Na+].[NH:3]1[CH:7]=[CH:6][N:5]=[CH:4]1.[H][H].[CH3:10][O:11][C:12]([O:27][CH3:28])([C:23](CBr)=O)[C:13]1[CH:22]=[CH:21][C:20]2[C:15](=[CH:16][CH:17]=[CH:18][CH:19]=2)[CH:14]=1>CN(C)C=O.O>[CH:14]1[C:15]2[C:20](=[CH:19][CH:18]=[CH:17][CH:16]=2)[CH:21]=[CH:22][C:13]=1[C:12]([O:11][CH3:10])([O:27][CH3:28])[CH2:23][N:3]1[CH:7]=[CH:6][N:5]=[CH:4]1 |f:0.1|. Procedure details: Sodium hydroxide (0.40 g. of 50% dispersion in mineral oil) is added to 0.61 g. imidazole in 10 ml dimethylformamide and the mixture stirred at room temperature until the evolution of hydrogen is complete. Bromomethyl 2-naphthoyl ketone dimethyl ketal (2.21 g.) in 5 ml. dimethylformamide is then added and the mixture stirred for 24 hours at 110° under nitrogen. The resulting solution is poured into water (400 ml), extracted with ether (400 ml total), and the extracts washed, dried (MgSO4) and ev...